From a dataset of the Open Reaction Database (ORD), a public repository of structured organic reaction records. describe an organic reaction: reactants, conditions, products, and yield Reactants: Oc1cccc(OCc2ccccc2)c1, CN(C)C=O, CN(C(=O)OC(C)(C)C)c1cc(Cl)ccc1[N+](=O)[O-], [H-], [Na+]. The product is CN(C(=O)OC(C)(C)C)c1cc(Oc2cccc(OCc3ccccc3)c2)ccc1[N+](=O)[O-]. RXN SMILES: [CH2:1]([c:2]1[cH:3][cH:4][cH:5][cH:6][cH:7]1)[O:8][c:9]1[cH:10][c:11]([OH:15])[cH:12][cH:13][cH:14]1.[CH3:37][N:38]([CH3:39])[CH:40]=[O:41].[Cl:16][c:17]1[cH:18][cH:19][c:20]([N+:32](=[O:33])[O-:34])[c:21]([N:23]([C:24]([O:25][C:26]([CH3:27])([CH3:28])[CH3:29])=[O:30])[CH3:31])[cH:22]1.[H-:35].[Na+:36]>>[CH2:1]([c:2]1[cH:3][cH:4][cH:5][cH:6][cH:7]1)[O:8][c:9]1[cH:10][c:11]([O:15][c:17]2[cH:18][cH:19][c:20]([N+:32](=[O:33])[O-:34])[c:21]([N:23]([C:24]([O:25][C:26]([CH3:27])([CH3:28])[CH3:29])=[O:30])[CH3:31])[cH:22]2)[cH:12][cH:13][cH:14]1. Reactants: ClC1=NC(=CC(=C1NC[C@@H]1CC[C@H](CC1)C)N)Cl (2,6-dichloro-N3-((trans-4-methylcyclohexyl)methyl)pyridine-3,4-diamine), C(C)OC(OCC)OCC (triethylorthoformate). The solvent is C(C)(=O)OC(C)=O (acetic anhydride). Yields the product ClC1=NC(=CC2=C1N(C=N2)C[C@@H]2CC[C@H](CC2)C)Cl (4,6-dichloro-3-((trans-4-methylcyclohexyl)methyl)-3H-imidazo[4,5-c]pyridine). Reaction SMILES: [Cl:1][C:2]1[C:7]([NH:8][CH2:9][C@H:10]2[CH2:15][CH2:14][C@H:13]([CH3:16])[CH2:12][CH2:11]2)=[C:6]([NH2:17])[CH:5]=[C:4]([Cl:18])[N:3]=1.[CH2:19](OC(OCC)OCC)C>C(OC(=O)C)(=O)C>[Cl:1][C:2]1[C:7]2[N:8]([CH2:9][C@H:10]3[CH2:11][CH2:12][C@H:13]([CH3:16])[CH2:14][CH2:15]3)[CH:19]=[N:17][C:6]=2[CH:5]=[C:4]([Cl:18])[N:3]=1. Reported procedure: A solution of 2,6-dichloro-N3-((trans-4-methylcyclohexyl)methyl)pyridine-3,4-diamine (126 g, 0.386 mol) in triethylorthoformate (1.0 L) and acetic anhydride (1.0 L) was stirred at 90° C. for 3 h. The solution was concentrated in vacuo, and the residue was dissolved in DCM/10% NaOH (2.0 L/1.0 L). The organic layer was separated and concentrated. The crude product was purified by a silica gel column, eluting with DCM/petroleum ether (1:1), to give 4,6-dichloro-3-((trans-4-methylcyclohexyl)methyl)-... Reactants: O1[C@H](C1)C1=CC=C(C#N)C=C1 ((S)-4-(Oxiran-2-yl)benzonitrile), N1C[C@H](CCC1)C(=O)OCC ((S)-ethyl piperidine-3-carboxylate). Reagents/catalysts: CN(C1=CC=NC=C1)C (4-dimethylaminopyridine). Run in CC(C)O (iPrOH). Reaction conditions: temperature 55 celsius. Product: C(#N)C1=CC=C(C=C1)[C@@H](CN1C[C@H](CCC1)C(=O)OCC)O ((S)-Ethyl 1-((S)-2-(4-cyanophenyl)-2-hydroxyethyl)piperidine-3-carboxylate). RXN SMILES: [O:1]1[CH2:3][C@@H:2]1[C:4]1[CH:11]=[CH:10][C:7]([C:8]#[N:9])=[CH:6][CH:5]=1.[NH:12]1[CH2:17][CH2:16][CH2:15][C@H:14]([C:18]([O:20][CH2:21][CH3:22])=[O:19])[CH2:13]1>CN(C)C1C=CN=CC=1.CC(O)C>[C:8]([C:7]1[CH:10]=[CH:11][C:4]([C@H:2]([OH:1])[CH2:3][N:12]2[CH2:17][CH2:16][CH2:15][C@H:14]([C:18]([O:20][CH2:21][CH3:22])=[O:19])[CH2:13]2)=[CH:5][CH:6]=1)#[N:9]. Procedure details: (S)-4-(Oxiran-2-yl)benzonitrile (10.00 g, 68.9 mmol), (S)-ethyl piperidine-3-carboxylate (10.83 g, 68.9 mmol) and iPrOH (100 mL) was charged into a round bottom flask under N2. After heating at 55° C. for 4 hours, 4-dimethylaminopyridine (1.683 g, 13.78 mmol) was then added. The reaction mixture was then heated to 50° C. for an additional 12 hours. At this time HPLC indicated the starting material was completely converted to the desired product. The reaction mixture was then cooled to room tempe... Starting materials: O=C1CCC(=O)N1Br, Cc1noc2cc(Br)ccc12, ClC(Cl)(Cl)Cl, N#CC1(N=NC2(C#N)CCCCC2)CCCCC1. Yields the product BrCc1noc2cc(Br)ccc12. Reaction SMILES: [Br:12][N:13]1[C:14](=[O:15])[CH2:16][CH2:17][C:18]1=[O:19].[Br:1][c:2]1[cH:3][c:4]2[c:5]([c:6]([CH3:9])[n:7][o:8]2)[cH:10][cH:11]1.[C:38]([Cl:39])([Cl:40])([Cl:41])[Cl:42].[N:20]([C:21]1([C:22]#[N:23])[CH2:24][CH2:25][CH2:26][CH2:27][CH2:28]1)=[N:29][C:30]1([C:31]#[N:32])[CH2:33][CH2:34][CH2:35][CH2:36][CH2:37]1>>[Br:1][c:2]1[cH:3][c:4]2[c:5]([c:6]([CH2:9][Br:12])[n:7][o:8]2)[cH:10][cH:11]1. Reactants: Cc1cc(C)c(S(=O)(=O)Cl)c(C)c1, NCC(O)(Cn1cncn1)c1ccc(Cl)cc1Cl. The product is Cc1cc(C)c(S(=O)(=O)NCC(O)(Cn2cncn2)c2ccc(Cl)cc2Cl)c(C)c1. RXN SMILES: [CH3:19][c:20]1[c:21]([S:28](=[O:29])(=[O:30])[Cl:31])[c:22]([CH3:27])[cH:23][c:24]([CH3:26])[cH:25]1.[NH2:1][CH2:2][C:3]([CH2:4][n:5]1[n:6][cH:7][n:8][cH:9]1)([OH:10])[c:11]1[c:12]([Cl:18])[cH:13][c:14]([Cl:17])[cH:15][cH:16]1>>[NH:1]([CH2:2][C:3]([CH2:4][n:5]1[n:6][cH:7][n:8][cH:9]1)([OH:10])[c:11]1[c:12]([Cl:18])[cH:13][c:14]([Cl:17])[cH:15][cH:16]1)[S:28]([c:21]1[c:20]([CH3:19])[cH:25][c:24]([CH3:26])[cH:23][c:22]1[CH3:27])(=[O:29])=[O:30].